This data is from the Open Reaction Database (ORD), a public repository of structured organic reaction records. The task is: describe an organic reaction: reactants, conditions, products, and yield The reactants are CN(C)C(=O)c1cc(Br)cc(C#CCCCCCc2cccc(OCCCC(=O)O)c2CCC(=O)O)c1, O=C([O-])[O-], CCO, [K+], [K+], OB(O)c1ccccc1, c1ccc(P(c2ccccc2)(c2ccccc2)[Pd](P(c2ccccc2)(c2ccccc2)c2ccccc2)(P(c2ccccc2)(c2ccccc2)c2ccccc2)P(c2ccccc2)(c2ccccc2)c2ccccc2)cc1. Product: CN(C)C(=O)c1cc(C#CCCCCCc2cccc(OCCCC(=O)O)c2CCC(=O)O)cc(-c2ccccc2)c1. RXN SMILES: [Br:1][c:2]1[cH:3][c:4]([C:13]#[C:14][CH2:15][CH2:16][CH2:17][CH2:18][CH2:19][c:20]2[c:21]([CH2:33][CH2:34][C:35](=[O:36])[OH:37])[c:22]([O:23][CH2:24][CH2:25][CH2:26][C:27](=[O:28])[OH:29])[cH:30][cH:31][cH:32]2)[cH:5][c:6]([C:8]([N:9]([CH3:10])[CH3:11])=[O:12])[cH:7]1.[C:47](=[O:48])([O-:49])[O-:50].[CH3:53][CH2:54][OH:55].[K+:51].[K+:52].[OH:38][B:39]([OH:40])[c:41]1[cH:42][cH:43][cH:44][cH:45][cH:46]1.[cH:56]1[cH:57][cH:58][c:59]([P:60]([Pd:61]([P:62]([c:63]2[cH:64][cH:65][cH:66][cH:67][cH:68]2)([c:69]2[cH:70][cH:71][cH:72][cH:73][cH:74]2)[c:75]2[cH:76][cH:77][cH:78][cH:79][cH:80]2)([P:81]([c:82]2[cH:83][cH:84][cH:85][cH:86][cH:87]2)([c:88]2[cH:89][cH:90][cH:91][cH:92][cH:93]2)[c:94]2[cH:95][cH:96][cH:97][cH:98][cH:99]2)[P:100]([c:101]2[cH:102][cH:103][cH:104][cH:105][cH:106]2)([c:107]2[cH:108][cH:109][cH:110][cH:111][cH:112]2)[c:113]2[cH:114][cH:115][cH:116][cH:117][cH:118]2)([c:119]2[cH:120][cH:121][cH:122][cH:123][cH:124]2)[c:125]2[cH:126][cH:127][cH:128][cH:129][cH:130]2)[cH:131][cH:132]1>>[c:2]1(-[c:41]2[cH:42][cH:43][cH:44][cH:45][cH:46]2)[cH:3][c:4]([C:13]#[C:14][CH2:15][CH2:16][CH2:17][CH2:18][CH2:19][c:20]2[c:21]([CH2:33][CH2:34][C:35](=[O:36])[OH:37])[c:22]([O:23][CH2:24][CH2:25][CH2:26][C:27](=[O:28])[OH:29])[cH:30][cH:31][cH:32]2)[cH:5][c:6]([C:8]([N:9]([CH3:10])[CH3:11])=[O:12])[cH:7]1. Starting materials: BrCc1ccc(-c2ccccc2-c2nnnn2C(c2ccccc2)(c2ccccc2)c2ccccc2)cc1, CCCCc1nc(=O)c2cc(C(C)=O)ccc2[nH]1, O=C([O-])[O-], CC(C)=O, [K+], [K+]. The product is CCCCc1nc2ccc(C(C)=O)cc2c(=O)n1Cc1ccc(-c2ccccc2-c2nnnn2C(c2ccccc2)(c2ccccc2)c2ccccc2)cc1. RXN SMILES: [Br:19][CH2:20][c:21]1[cH:22][cH:23][c:24](-[c:27]2[c:28](-[c:33]3[n:34][n:35][n:36][n:37]3[C:38]([c:39]3[cH:40][cH:41][cH:42][cH:43][cH:44]3)([c:45]3[cH:46][cH:47][cH:48][cH:49][cH:50]3)[c:51]3[cH:52][cH:53][cH:54][cH:55][cH:56]3)[cH:29][cH:30][cH:31][cH:32]2)[cH:25][cH:26]1.[C:1]([CH3:2])(=[O:3])[c:4]1[cH:5][c:6]2[c:7](=[O:18])[n:8][c:9]([CH2:14][CH2:15][CH2:16][CH3:17])[nH:10][c:11]2[cH:12][cH:13]1.[C:57](=[O:58])([O-:59])[O-:60].[CH3:63][C:64](=[O:65])[CH3:66].[K+:61].[K+:62]>>[C:1]([CH3:2])(=[O:3])[c:4]1[cH:5][c:6]2[c:7](=[O:18])[n:8]([CH2:20][c:21]3[cH:22][cH:23][c:24](-[c:27]4[c:28](-[c:33]5[n:34][n:35][n:36][n:37]5[C:38]([c:39]5[cH:40][cH:41][cH:42][cH:43][cH:44]5)([c:45]5[cH:46][cH:47][cH:48][cH:49][cH:50]5)[c:51]5[cH:52][cH:53][cH:54][cH:55][cH:56]5)[cH:29][cH:30][cH:31][cH:32]4)[cH:25][cH:26]3)[c:9]([CH2:14][CH2:15][CH2:16][CH3:17])[n:10][c:11]2[cH:12][cH:13]1. Reactants: C(C1=CC=CC=C1)OC1=CC=C(C=C1)C(CC(CCCC)=O)=O (1-(4-Benzyloxyphenyl)-heptane-1,3-dione), Example 1 ( a ), [N+](=O)([O-])C1=CC=C(C=C1)ON (O-4-nitrophenylhydroxylamine). Solvent: Br.C(C)(=O)O (HBr acetic acid). Reaction conditions: time 6 hour. Yields the product C(CCC)C=1OC2=C(C1C(C1=CC=C(C=C1)O)=O)C=C(C=C2)[N+](=O)[O-] (2-Butyl-3-(4-hydroxybenzoyl)-5-nitrobenzofuran). Isolated yield 59.0%. Reaction SMILES: C([O:8][C:9]1[CH:14]=[CH:13][C:12]([C:15](=[O:23])[CH2:16][C:17](=[O:22])[CH2:18][CH2:19][CH2:20][CH3:21])=[CH:11][CH:10]=1)C1C=CC=CC=1.[N+:24]([C:27]1[CH:32]=[CH:31][C:30](ON)=[CH:29][CH:28]=1)([O-:26])=[O:25]>Br.C(O)(=O)C>[CH2:18]([C:17]1[O:22][C:30]2[CH:31]=[CH:32][C:27]([N+:24]([O-:26])=[O:25])=[CH:28][C:29]=2[C:16]=1[C:15](=[O:23])[C:12]1[CH:11]=[CH:10][C:9]([OH:8])=[CH:14][CH:13]=1)[CH2:19][CH2:20][CH3:21] |f:2.3|. Procedure: 1-(4-Benzyloxyphenyl)-heptane-1,3-dione (191 mg; see Example 1 (a)), was suspended in 1 ml HBr/acetic acid and O-4-nitrophenylhydroxylamine, 100 mg, was added. The mixture was stirred at room temperature for 6 h. After quenching with water and extraction to EtOAc followed by evaporation of the solvent, a crude material containing approximately 125 mg of the title compound was obtained. Yield ca. 59%. The reactants are C1CCOC1, CCOC(C)=O, CS(=N)(=O)c1cccc([N+](=O)[O-])c1, Cl, [Na+], [OH-]. The product is CS(=N)(=O)c1cccc(N)c1. RXN SMILES: [CH2:22]1[O:23][CH2:24][CH2:25][CH2:26]1.[CH3:16][CH2:17][O:18][C:19](=[O:20])[CH3:21].[CH3:1][S:2](=[O:3])(=[NH:4])[c:5]1[cH:6][c:7]([N+:11]([O-:12])=[O:13])[cH:8][cH:9][cH:10]1.[ClH:27].[Na+:15].[OH-:14]>>[CH3:1][S:2](=[O:3])(=[NH:4])[c:5]1[cH:6][c:7]([NH2:11])[cH:8][cH:9][cH:10]1. RXN SMILES: [C:1]1([C@@H:7]2[CH2:11][O:10][C:9](=[O:12])[NH:8]2)[CH:6]=[CH:5][CH:4]=[CH:3][CH:2]=1.Br[C:14]1[CH:15]=[C:16]([NH2:21])[C:17]([NH2:20])=[CH:18][CH:19]=1.[C:22](=O)([O-])[O-].[K+].[K+].C1(N)CCCCC1N.Cl>[Cu]I.C(O)=O>[NH:21]1[C:16]2[CH:15]=[C:14]([N:8]3[C@H:7]([C:1]4[CH:2]=[CH:3][CH:4]=[CH:5][CH:6]=4)[CH2:11][O:10][C:9]3=[O:12])[CH:19]=[CH:18][C:17]=2[N:20]=[CH:22]1 |f:2.3.4|. Reported procedure: The compound was synthesized starting from (R)-4-phenyloxazolidin-2-one (1 equiv., 0.163 g, 1 mmol), 4-bromobenzene-1,2-diamine (1 equiv., 0.187 g, 1 mmol), copper(I) iodide (0.1 equiv., 0.019 g, 0.1 mmol), potassium carbonate (2 equiv., 0.276 g, 2 mmol), cyclohexane-1,2-diamine (0.1 equiv., 0.012 mL, 0.1 mmol), 5N HCl (3.4 mL), formic acid (0.343 mL) as described in method 5 step D. Run in C(=O)O (formic acid). Reagents/catalysts: [Cu]I (copper(I) iodide). The product is N1C=NC2=C1C=C(C=C2)N2C(OC[C@H]2C2=CC=CC=C2)=O ((R)-3-(1H-benzo[d]imidazol-6-yl)-4-phenyloxazolidin-2-one). Reactants: Cl (HCl), C1(=CC=CC=C1)[C@H]1NC(OC1)=O ((R)-4-phenyloxazolidin-2-one), C1(C(CCCC1)N)N (cyclohexane-1,2-diamine), BrC=1C=C(C(=CC1)N)N (4-bromobenzene-1,2-diamine), C([O-])([O-])=O.[K+].[K+] (potassium carbonate). Reactants: FC1=CC=C(C=C1)[N+](=O)[O-] (1-fluoro-4-nitrobenzene), ClS(=O)(=O)O (chlorosulfonic acid), ice water. Run at temperature 95 celsius, time 8 hour. Yields the product FC1=C(C=C(C=C1)[N+](=O)[O-])S(=O)(=O)Cl (2-fluoro-5-nitrobenzenesulfonyl chloride). Yield: 62.7%. RXN SMILES: [F:1][C:2]1[CH:7]=[CH:6][C:5]([N+:8]([O-:10])=[O:9])=[CH:4][CH:3]=1.[Cl:11][S:12](O)(=[O:14])=[O:13]>>[F:1][C:2]1[CH:7]=[CH:6][C:5]([N+:8]([O-:10])=[O:9])=[CH:4][C:3]=1[S:12]([Cl:11])(=[O:14])=[O:13]. Procedure: A mixture of 1-fluoro-4-nitrobenzene (3.0 g, 21.3 mmol) in chlorosulfonic acid (5.5 mL, 84 mmol) was stirred at 90-100° C. for 8 hours before being cooled to room temperature and slowly poured into ice water and extracted with EtOAc. The organic extract was washed with saturated aq. NaHCO3 and water, dried (sodium sulfate), and concentrated to give 2-fluoro-5-nitrobenzenesulfonyl chloride (3.2 g, 63%) as a colorless oil, which was used directly in the next step.